This data is from the Open Reaction Database (ORD), a public repository of structured organic reaction records. The task is: describe an organic reaction: reactants, conditions, products, and yield The solvent is C(C)#N (acetonitrile). RXN SMILES: Br[CH2:2][C:3]([C:5]1[CH:6]=[C:7]([CH:10]=[CH:11][CH:12]=1)[C:8]#[N:9])=[O:4].[OH2:13]>C(#N)C>[OH:13][CH2:2][C:3]([C:5]1[CH:6]=[C:7]([CH:10]=[CH:11][CH:12]=1)[C:8]#[N:9])=[O:4]. The reactants are BrCC(=O)C=1C=C(C#N)C=CC1 (3-(2-bromoacetyl)benzonitrile), O (water). Yields the product OCC(=O)C=1C=C(C#N)C=CC1 (3-(2-Hydroxyacetyl)benzonitrile). Reported procedure: A solution of 776 mg of 3-(2-bromoacetyl)benzonitrile in acetonitrile (5 mL) and water (10 mL) is treated under microwave irradiation (125° C., 50 min). The same experiment is realized a second time with 976 mg. All the vials are collected, extracted with ethyl ether, dried over magnesium sulfate and concentrated under vacuum to give the desired compound.